From a dataset of the Open Reaction Database (ORD), a public repository of structured organic reaction records. describe an organic reaction: reactants, conditions, products, and yield Reactants: ClC1=C(C#N)C=CC(=C1)N1C(C(C(C1CC)=O)(C)C)=O (2-chloro-4-(5-ethyl-3,3-dimethyl-2,4-dioxopyrrolidin-1-yl)benzonitrile), C[Mg]Br.C1CCOC1 (methylmagnesium bromide THF). Product: ClC1=C(C#N)C=CC(=C1)N1[C@@H]([C@](C(C1=O)(C)C)(C)O)CC (rac-2-chloro-4-[(2R,3R)-2-ethyl-3-hydroxy-3,4,4-trimethyl-5-oxopyrrolidin-1-yl]benzonitrile), solid. The yield is 53.0%. As a reaction SMILES: [Cl:1][C:2]1[CH:9]=[C:8]([N:10]2[CH:14]([CH2:15][CH3:16])[C:13](=[O:17])[C:12]([CH3:19])([CH3:18])[C:11]2=[O:20])[CH:7]=[CH:6][C:3]=1[C:4]#[N:5].[CH3:21][Mg]Br.C1COCC1>>[Cl:1][C:2]1[CH:9]=[C:8]([N:10]2[C:11](=[O:20])[C:12]([CH3:19])([CH3:18])[C@:13]([OH:17])([CH3:21])[C@H:14]2[CH2:15][CH3:16])[CH:7]=[CH:6][C:3]=1[C:4]#[N:5] |f:1.2|. Procedure: Using 2-chloro-4-(5-ethyl-3,3-dimethyl-2,4-dioxopyrrolidin-1-yl)benzonitrile (48 mg) and methylmagnesium bromide-THF solution (1.65 mL, 1.0 mol/L), and in the same manner as in Example 2, the title compound was obtained as a colorless solid (yield: 27 mg, 53%). Reactants: C(C)(C)(C)OC(N(CCC1=CC=CC=C1)CC1=CC=C(C=C1)CCO)=O ([4-(2-Hydroxyethyl)benzyl]-(2-phenylethyl)carbamic acid tert-butyl ester), CC(=O)OI1(C=2C=CC=CC2C(=O)O1)(OC(=O)C)OC(=O)C (Dess-Martin periodinane), S(=S)(=O)([O-])[O-].[Na+].[Na+] (sodium thiosulphate), C([O-])(O)=O.[Na+] (sodium bicarbonate). Solvent: ClCCl (dichloromethane), C(C)(=O)OCC (ethyl acetate). Run at time 1 hour. The product is C(C)(C)(C)OC(N(CCC1=CC=CC=C1)CC1=CC=C(C=C1)CC=O)=O (N-[4-(2-Oxoethyl)benzyl]-N-(2-phenylethyl)carbamic acid tert-butyl ester). Yield: 98.0%. Reaction SMILES: [C:1]([O:5][C:6](=[O:26])[N:7]([CH2:16][C:17]1[CH:22]=[CH:21][C:20]([CH2:23][CH2:24][OH:25])=[CH:19][CH:18]=1)[CH2:8][CH2:9][C:10]1[CH:15]=[CH:14][CH:13]=[CH:12][CH:11]=1)([CH3:4])([CH3:3])[CH3:2].CC(OI1(OC(C)=O)(OC(C)=O)OC(=O)C2C=CC=CC1=2)=O.S([O-])([O-])(=O)=S.[Na+].[Na+].C(=O)(O)[O-].[Na+]>ClCCl.C(OCC)(=O)C>[C:1]([O:5][C:6](=[O:26])[N:7]([CH2:16][C:17]1[CH:22]=[CH:21][C:20]([CH2:23][CH:24]=[O:25])=[CH:19][CH:18]=1)[CH2:8][CH2:9][C:10]1[CH:15]=[CH:14][CH:13]=[CH:12][CH:11]=1)([CH3:2])([CH3:4])[CH3:3] |f:2.3.4,5.6|. Reported procedure: [4-(2-Hydroxyethyl)benzyl]-(2-phenylethyl)carbamic acid tert-butyl ester (238 mg) in dichloromethane (10 mL) was treated with Dess-Martin periodinane (341 mg) and stirred for 1 hour. The reaction mixture was added to a mixture of ethyl acetate (10 mL), saturated aqueous sodium thiosulphate solution (10 mL) and saturated aqueous sodium bicarbonate (10 mL), and the mixture was stirred vigorously for 10 minutes. The phases were separated. The aqueous layer was extracted with ethyl acetate and the c...